From a dataset of the Open Reaction Database (ORD), a public repository of structured organic reaction records. describe an organic reaction: reactants, conditions, products, and yield The reactants are CO, Cl, O=C(O)C1NCCC1O. Yields the product Cl, COC(=O)C1NCCC1O. RXN SMILES: [CH3:11][OH:12].[ClH:1].[OH:2][CH:3]1[CH2:4][CH2:5][NH:6][CH:7]1[C:8]([OH:9])=[O:10]>>[ClH:1].[OH:2][CH:3]1[CH2:4][CH2:5][NH:6][CH:7]1[C:8]([O:9][CH3:11])=[O:10]. As a reaction SMILES: [C:28](=[O:29])([O-:30])[O-:31].[CH2:1]([CH3:2])[n:3]1[n:4][cH:5][c:6]2[c:7]1[n:8][cH:9][c:10]([C:19]1=[N:20][O:21][C:22]3([CH2:23]1)[CH2:24][CH2:25][CH2:26][CH2:27]3)[c:11]2[NH:12][CH:13]1[CH2:14][CH2:15][NH:16][CH2:17][CH2:18]1.[CH3:40][C:41]#[N:42].[CH:34]1([Br:39])[CH2:35][CH2:36][CH2:37][CH2:38]1.[K+:32].[K+:33]>>[CH2:1]([CH3:2])[n:3]1[n:4][cH:5][c:6]2[c:7]1[n:8][cH:9][c:10]([C:19]1=[N:20][O:21][C:22]3([CH2:23]1)[CH2:24][CH2:25][CH2:26][CH2:27]3)[c:11]2[NH:12][CH:13]1[CH2:14][CH2:15][N:16]([CH:34]2[CH2:35][CH2:36][CH2:37][CH2:38]2)[CH2:17][CH2:18]1. The product is CCn1ncc2c(NC3CCN(C4CCCC4)CC3)c(C3=NOC4(CCCC4)C3)cnc21. Starting materials: O=C([O-])[O-], CCn1ncc2c(NC3CCNCC3)c(C3=NOC4(CCCC4)C3)cnc21, CC#N, BrC1CCCC1, [K+], [K+]. Starting materials: C(C)(C)(C)OC([C@@H](C1=CC=CC=C1)NCCCC(=O)O)=O ((R)-4-(2-tert-butoxy-2-oxo-1-phenylethylamino)butanoic Acid), Cl.C(C)N=C=NCCCN(C)C (N1-((ethylimino)methylene)-N3,N3-dimethylpropane-1,3-diamine hydrochloride). Solvent: N1=CC=CC=C1 (pyridine), CN(C=O)C (dimethylformamide), CCOC(=O)C (EtOAc). The product is O=C1N(CCC1)[C@@H](C(=O)OC(C)(C)C)C1=CC=CC=C1 ((R)-tert-butyl 2-(2-oxopyrrolidin-1-yl)-2-phenylacetate). The yield is 86.1%. RXN SMILES: [C:1]([O:5][C:6](=[O:21])[C@H:7]([NH:14][CH2:15][CH2:16][CH2:17][C:18](O)=[O:19])[C:8]1[CH:13]=[CH:12][CH:11]=[CH:10][CH:9]=1)([CH3:4])([CH3:3])[CH3:2].Cl.C(N=C=NCCCN(C)C)C>N1C=CC=CC=1.CN(C)C=O.CCOC(C)=O>[O:19]=[C:18]1[CH2:17][CH2:16][CH2:15][N:14]1[C@H:7]([C:8]1[CH:13]=[CH:12][CH:11]=[CH:10][CH:9]=1)[C:6]([O:5][C:1]([CH3:4])([CH3:3])[CH3:2])=[O:21] |f:1.2|. Procedure: The product of example 128B (307 mg, 1.05 mmol) and N1-((ethylimino)methylene)-N3,N3-dimethylpropane-1,3-diamine hydrochloride (602 mg, 3.14 mmol) in pyridine (5 mL) and dimethylformamide (5 mL) was stirred at ambient temperature for 16 hours. The mixture was diluted with EtOAc and washed with H2O and brine. The organic was dried (MgSO4), filtered and concentrated. Purification by chromatography (silica gel, 60% EtOAc in Hexanes) afforded 249 mg (86%) of the title compound. MS (ESI) m/z 276 (M+H... Starting materials: C(C)O.C(C)O[Si](OCC)(OCC)OCC (ethanol tetraethoxysilane). The solvent is C(C)O (ethanol), C(C)O (ethanol), C(C)O (ethanol). Reaction conditions: temperature 195 celsius. Yields the product C(C)O[Si](OCC)(OCC)OCC (tetraethoxysilane). Reaction SMILES: C(O)C.[CH2:4]([O:6][Si:7]([O:14][CH2:15][CH3:16])([O:11][CH2:12][CH3:13])[O:8][CH2:9][CH3:10])[CH3:5]>C(O)C>[CH2:9]([O:8][Si:7]([O:11][CH2:12][CH3:13])([O:6][CH2:4][CH3:5])[O:14][CH2:15][CH3:16])[CH3:10] |f:0.1|. Reported procedure: Reactor B was a bubble column with stirrers and a reaction volume of 10 liter. A 7 kg amount of catalyst (stream 4), and 3 kg comminuted silicon (stream 5) with a mean particle size d50%=27 micron were charged to the reactor. At 170° C. the reaction began. Thereafter the dosing of 3.5 mol/hr silicon (stream 6) and 34 mol/hr ethanol (stream 9) began. A 20 mol/hr amount of the ethanol was provided by recycle ethanol (stream 9). The temperature was increased to 190-200° C. and kept constant. High-b... Reactants: CC1=C(C(CCC1)(C)C)/C=C/C(=C/C=C/C(=C/COC(=O)C)/C)/C (vitamin A acetate), CCOC1=CC=C2C(=C1)C(=CC(N2)(C)C)C (ethoxyquin). Yields the product CC1=C(C(CCC1)(C)C)/C=C/C(=C/C=C/C(=C/CO)/C)/C (Vitamin A oil). Reaction SMILES: [CH3:1][C:2]1[CH2:7][CH2:6][CH2:5][C:4]([CH3:9])([CH3:8])[C:3]=1/[CH:10]=[CH:11]/[C:12](/[CH3:24])=[CH:13]/[CH:14]=[CH:15]/[C:16](/[CH3:23])=[CH:17]/[CH2:18][O:19]C(C)=O.CCOC1C=C2C(C)=CC(C)(C)NC2=CC=1>>[CH3:1][C:2]1[CH2:7][CH2:6][CH2:5][C:4]([CH3:8])([CH3:9])[C:3]=1/[CH:10]=[CH:11]/[C:12](/[CH3:24])=[CH:13]/[CH:14]=[CH:15]/[C:16](/[CH3:23])=[CH:17]/[CH2:18][OH:19]. Procedure details: mixture of vitamin A acetate, 2.8 million IU/G unstab. (80% by weight) (BASF AG) and ethoxyquin (20% by weight) (Raluquin®, Raschig AG) was fed at 60° C. via a heated pump unit. Reactants: C(C)C=1NC(=C(N1)C(=O)OCC)C(=O)OCC (diethyl 2-ethylimidazole-4,5-dicarboxylate), C(C1=CC=CC=C1)Br (benzyl bromide). The product is C(C1=CC=CC=C1)N1C(=NC(=C1C(=O)OCC)C(=O)OCC)CC (Diethyl 1-benzyl-2-ethylimidazole-4,5-dicarboxylate). As a reaction SMILES: [CH2:1]([C:3]1[NH:4][C:5]([C:13]([O:15][CH2:16][CH3:17])=[O:14])=[C:6]([C:8]([O:10][CH2:11][CH3:12])=[O:9])[N:7]=1)[CH3:2].[CH2:18](Br)[C:19]1[CH:24]=[CH:23][CH:22]=[CH:21][CH:20]=1>>[CH2:18]([N:4]1[C:5]([C:13]([O:15][CH2:16][CH3:17])=[O:14])=[C:6]([C:8]([O:10][CH2:11][CH3:12])=[O:9])[N:7]=[C:3]1[CH2:1][CH3:2])[C:19]1[CH:24]=[CH:23][CH:22]=[CH:21][CH:20]=1. Procedure details: Following a procedure similar to that described in Preparation42(i), 4.00 g of diethyl 2-ethylimidazole-4,5-dicarboxylate were benzylated, using 2.20 ml of benzyl bromide. The product was purified by column chromatography through silica gel, using a 1:1 by volume mixture of methylene chloride and ethyl acetate as the eluent, to give 5.19 g of the title compound as a syrup.